describe an organic reaction: reactants, conditions, products, and yield From a dataset of the Open Reaction Database (ORD), a public repository of structured organic reaction records. Starting materials: O=C1Cc2c(Br)cccc2N1, Cc1c(C=O)[nH]c2c1C(=O)N(CC(O)CN1CCOCC1)CC2. Yields the product Cc1c(C=C2C(=O)Nc3cccc(Br)c32)[nH]c2c1C(=O)N(CC(O)CN1CCOCC1)CC2. RXN SMILES: [Br:24][c:25]1[c:26]2[c:30]([cH:31][cH:32][cH:33]1)[NH:29][C:28](=[O:34])[CH2:27]2.[OH:1][CH:2]([CH2:3][N:4]1[C:5](=[O:16])[c:6]2[c:7]([nH:10][c:11]([CH:14]=[O:15])[c:12]2[CH3:13])[CH2:8][CH2:9]1)[CH2:17][N:18]1[CH2:19][CH2:20][O:21][CH2:22][CH2:23]1>>[OH:1][CH:2]([CH2:3][N:4]1[C:5](=[O:16])[c:6]2[c:7]([nH:10][c:11]([CH:14]=[C:27]3[c:26]4[c:25]([Br:24])[cH:33][cH:32][cH:31][c:30]4[NH:29][C:28]3=[O:34])[c:12]2[CH3:13])[CH2:8][CH2:9]1)[CH2:17][N:18]1[CH2:19][CH2:20][O:21][CH2:22][CH2:23]1. Starting materials: BrC1=C(OC2=C1C=CC=C2)[N+](=O)[O-] (3-bromo-2-nitrobenzofuran), N1C=NC=C1 (imidazole), [H-].[Na+] (sodium hydride), CN(C=O)C (N,N-dimethylformamide), suspension, CN(C=O)C (N,N-dimethylformamide). Run in O (water). Reaction conditions: temperature 20 celsius, time 45 minute. Yields the product N1(C=NC=C1)C1=C(OC2=C1C=CC=C2)[N+](=O)[O-] (3-(N-imidazolyl)-2-nitrobenzofuran). As a reaction SMILES: [NH:1]1[CH:5]=[CH:4][N:3]=[CH:2]1.CN(C)C=O.[H-].[Na+].Br[C:14]1[C:18]2[CH:19]=[CH:20][CH:21]=[CH:22][C:17]=2[O:16][C:15]=1[N+:23]([O-:25])=[O:24]>O>[N:1]1([C:14]2[C:18]3[CH:19]=[CH:20][CH:21]=[CH:22][C:17]=3[O:16][C:15]=2[N+:23]([O-:25])=[O:24])[CH:5]=[CH:4][N:3]=[CH:2]1 |f:2.3|. Procedure: To a stirred solution of 0.1 g. (12 mmole) of imidazole in 20 ml. of N,N-dimethylformamide is added 0.5 g. (12 mmole) of 57.6 percent suspension of sodium hydride in mineral oil. After cooling to 20° C., 2.4 g. (10 mmole) of 3-bromo-2-nitrobenzofuran in 20 ml. of N,N-dimethylformamide is added. After stirring 45 minutes, the mixture is heated on a steam bath for 15 minutes, then 50 ml. of water are added. Cooling and filtration provide yellow needles of 3-(N-imidazolyl)-2-nitrobenzofuran, m.p. 1... Reactants: CCOC(=O)C(=C(CC)c1ccccc1)c1cccc(OCOC)c1, CO, Cl, [Na+], [OH-]. Yields the product CCC(=C(C(=O)O)c1cccc(OCOC)c1)c1ccccc1. As a reaction SMILES: [CH3:1][O:2][CH2:3][O:4][c:5]1[cH:6][c:7]([C:11]([C:12](=[O:13])[O:14][CH2:15][CH3:16])=[C:17]([CH2:18][CH3:19])[c:20]2[cH:21][cH:22][cH:23][cH:24][cH:25]2)[cH:8][cH:9][cH:10]1.[CH3:29][OH:30].[ClH:28].[Na+:27].[OH-:26]>>[CH3:1][O:2][CH2:3][O:4][c:5]1[cH:6][c:7]([C:11]([C:12](=[O:13])[OH:14])=[C:17]([CH2:18][CH3:19])[c:20]2[cH:21][cH:22][cH:23][cH:24][cH:25]2)[cH:8][cH:9][cH:10]1. Reactants: O=C([O-])O, Cc1cnc(CSc2nc3ccccc3[nH]2)c(C)c1OCC1COC(C)(C)OC1, CC(C)[O-], CC(C)[O-], CC(C)[O-], CC(C)[O-], Cc1ccccc1, CCN(C(C)C)C(C)C, CC(C)O, [Na+], [Na+], [Na+], [O-]O, O=S([O-])([O-])=S, [Zr+4], CC(C)c1ccccc1. Yields the product Cc1cnc(CS(=O)c2nc3ccccc3[nH]2)c(C)c1OCC1COC(C)(C)OC1. RXN SMILES: [C:50]([OH:51])(=[O:52])[O-:53].[CH3:1][C:2]1([CH3:29])[O:3][CH2:4][CH:5]([CH2:8][O:9][c:10]2[c:11]([CH3:28])[c:12]([CH2:17][S:18][c:19]3[n:20][c:21]4[c:22]([nH:23]3)[cH:24][cH:25][cH:26][cH:27]4)[n:13][cH:14][c:15]2[CH3:16])[CH2:6][O:7]1.[CH3:66][CH:67]([CH3:68])[O-:69].[CH3:71][CH:72]([CH3:73])[O-:74].[CH3:75][CH:76]([CH3:77])[O-:78].[CH3:79][CH:80]([CH3:81])[O-:82].[CH3:83][c:84]1[cH:85][cH:86][cH:87][cH:88][cH:89]1.[CH:30]([N:31]([CH2:32][CH3:33])[CH:34]([CH3:35])[CH3:36])([CH3:37])[CH3:38].[CH:62]([OH:63])([CH3:64])[CH3:65].[Na+:54].[Na+:60].[Na+:61].[O-:39][OH:40].[S:55]([O-:56])([O-:57])(=[O:58])=[S:59].[Zr+4:70].[c:41]1([CH:42]([CH3:43])[CH3:44])[cH:45][cH:46][cH:47][cH:48][cH:49]1>>[CH3:1][C:2]1([CH3:29])[O:3][CH2:4][CH:5]([CH2:8][O:9][c:10]2[c:11]([CH3:28])[c:12]([CH2:17][S:18]([c:19]3[nH:20][c:21]4[c:22]([n:23]3)[cH:24][cH:25][cH:26][cH:27]4)=[O:51])[n:13][cH:14][c:15]2[CH3:16])[CH2:6][O:7]1. Starting materials: S(=O)(Cl)Cl (thionyl chloride), NC(CC(=O)O)C1=CC(=CC=C1)Cl (3-Amino-3-(3-chlorophenyl)propionic acid), CO (Methanol). Conditions: time 8 hour. Yields the product NC(CC(=O)OC)C1=CC(=CC=C1)Cl (Methyl 3-amino-3-(3-chlorophenyl)propionate). RXN SMILES: S(Cl)(Cl)=O.[NH2:5][CH:6]([C:11]1[CH:16]=[CH:15][CH:14]=[C:13]([Cl:17])[CH:12]=1)[CH2:7][C:8]([OH:10])=[O:9].[CH3:18]O>>[NH2:5][CH:6]([C:11]1[CH:16]=[CH:15][CH:14]=[C:13]([Cl:17])[CH:12]=1)[CH2:7][C:8]([O:10][CH3:18])=[O:9]. Procedure: Methanol (110 ml) is cooled to −10° C. and slowly admixed with thionyl chloride (12.0 g, 101.2 mmol). 3-Amino-3-(3-chlorophenyl)propionic acid (10.1 g, 50.6 mmol) is added and the mixture is stirred at room temperature overnight. The solution is concentrated to a high extent, under reduced pressure, and partitioned between ethyl acetate (100 ml) and saturated sodium hydrogen carbonate solution (200 ml). The pH of the aqueous phase is above 7. The aqueous phase is again extracted twice with ethyl...